Dataset: the Open Reaction Database (ORD), a public repository of structured organic reaction records. Task: describe an organic reaction: reactants, conditions, products, and yield The reactants are S=C1OC2=C(N1)C=C(C=C2)C(=O)OC (methyl 2-thioxo-2,3-dihydrobenzo[d]oxazole-5-carboxylate), N1(CCCCC1)C1CCNCC1 (1,4′-bipiperidine). Solvent: ClCCl (dichloromethane), C=1(C(=CC=CC1)C)C (xylene). Reaction conditions: temperature 130 celsius. The product is N1(CCCCC1)C1CCN(CC1)C=1OC2=C(N1)C=C(C=C2)C(=O)OC (methyl 2-(1,4′-bipiperidin-1′-yl)benzo[d]oxazole-5-carboxylate). As a reaction SMILES: S=[C:2]1[NH:6][C:5]2[CH:7]=[C:8]([C:11]([O:13][CH3:14])=[O:12])[CH:9]=[CH:10][C:4]=2[O:3]1.[N:15]1([CH:21]2[CH2:26][CH2:25][NH:24][CH2:23][CH2:22]2)[CH2:20][CH2:19][CH2:18][CH2:17][CH2:16]1>C1(C)C(C)=CC=CC=1.ClCCl>[N:15]1([CH:21]2[CH2:26][CH2:25][N:24]([C:2]3[O:3][C:4]4[CH:10]=[CH:9][C:8]([C:11]([O:13][CH3:14])=[O:12])=[CH:7][C:5]=4[N:6]=3)[CH2:23][CH2:22]2)[CH2:20][CH2:19][CH2:18][CH2:17][CH2:16]1. Reported procedure: Methyl 2-thioxo-2,3-dihydrobenzo[d]oxazole-5-carboxylate (Example 94A, 300 mg, 1.43 mmol) and 1,4′-bipiperidine (483 mg, 2.87 mmol) were combined in xylene (2 mL). The mixture was heated in a microwave to 130° C. for 20 minutes. The reaction mixture was diluted with dichloromethane, washed with water, and the organic layer was absorbed on silica gel. The crude mixture was purified using silica gel chromatography (40 g column) eluting with a gradient of methanol/dichloromethane (3-18%) to afford ...